This data is from the Open Reaction Database (ORD), a public repository of structured organic reaction records. The task is: describe an organic reaction: reactants, conditions, products, and yield Starting materials: CNc1ccc(OC(F)(F)F)cc1, ClCCl, O=C=Nc1nc(OCC(F)(F)F)cc(OCC(F)(F)F)n1. The product is CN(C(=O)Nc1nc(OCC(F)(F)F)cc(OCC(F)(F)F)n1)c1ccc(OC(F)(F)F)cc1. As a reaction SMILES: [CH3:22][NH:23][c:24]1[cH:25][cH:26][c:27]([O:30][C:31]([F:32])([F:33])[F:34])[cH:28][cH:29]1.[Cl:35][CH2:36][Cl:37].[N:1](=[C:2]=[O:3])[c:4]1[n:5][c:6]([O:16][CH2:17][C:18]([F:19])([F:20])[F:21])[cH:7][c:8]([O:10][CH2:11][C:12]([F:13])([F:14])[F:15])[n:9]1>>[NH:1]([C:2](=[O:3])[N:23]([CH3:22])[c:24]1[cH:25][cH:26][c:27]([O:30][C:31]([F:32])([F:33])[F:34])[cH:28][cH:29]1)[c:4]1[n:5][c:6]([O:16][CH2:17][C:18]([F:19])([F:20])[F:21])[cH:7][c:8]([O:10][CH2:11][C:12]([F:13])([F:14])[F:15])[n:9]1.